Dataset: the Open Reaction Database (ORD), a public repository of structured organic reaction records. Task: describe an organic reaction: reactants, conditions, products, and yield The reactants are [H-].[Na+] (Sodium hydride), C(C)(N)=NO (acetamide oxime), C1(=CC=CC2=CC=CC=C12)CC(=O)NC1=C(SC=C1)C(=O)OC (methyl 3-(2-(naphthalen-1-yl)acetamido)thiophene-2-carboxylate). The solvent is C1CCOC1 (THF), C1CCOC1 (THF), C(C)(=O)OCC (ethyl acetate). Conditions: time 1 hour. Product: CC1=NOC(=N1)C=1SC=CC1NC(CC1=CC=CC2=CC=CC=C12)=O (N-(2-(3-methyl-1,2,4-oxadiazol-5-yl)thiophen-3-yl)-2-(naphthalen-1-yl)acetamide). Reaction SMILES: [H-].[Na+].[C:3](=[N:6][OH:7])([NH2:5])[CH3:4].[C:8]1([CH2:18][C:19]([NH:21][C:22]2[CH:26]=[CH:25][S:24][C:23]=2[C:27](OC)=O)=[O:20])[C:17]2[C:12](=[CH:13][CH:14]=[CH:15][CH:16]=2)[CH:11]=[CH:10][CH:9]=1>C1COCC1.C(OCC)(=O)C>[CH3:4][C:3]1[N:5]=[C:27]([C:23]2[S:24][CH:25]=[CH:26][C:22]=2[NH:21][C:19](=[O:20])[CH2:18][C:8]2[C:17]3[C:12](=[CH:13][CH:14]=[CH:15][CH:16]=3)[CH:11]=[CH:10][CH:9]=2)[O:7][N:6]=1 |f:0.1|. Procedure: Sodium hydride (60% dispersion, 15 mg, 0.39 mmol) was added to a solution of acetamide oxime (29 mg, 0.39 mmol) in THF (1 mL). The resulting mixture was stirred at room temperature for 10 minutes after which a solution of methyl 3-(2-(naphthalen-1-yl)acetamido)thiophene-2-carboxylate (107 mg, 0.33 mmol) in THF (1 mL) was added. The reaction mixture was stirred for 1 h and was subsequently diluted with ethyl acetate (10 mL). The resulting solution was washed with brine (5 mL) and the organic phas...